From a dataset of the Open Reaction Database (ORD), a public repository of structured organic reaction records. describe an organic reaction: reactants, conditions, products, and yield The reactants are N[C@H]1CC[C@H](C2=CC=CC=C12)O ((1R,4S)-4-Amino-1,2,3,4-tetrahydro-naphthalen-1-ol), [H-].[Na+] (NaH), FC=1C=CC=2N(C1)C(=NN2)N2CCCCCC2 (6-Fluoro-3-azepan-1-yl-[1,2,4]triazolo[4,3-a]pyridine). The solvent is CN(C)C=O (DMF), CN(C)C=O (DMF), O (water). Reaction conditions: time 25 minute. The product is N1(CCCCCC1)C1=NN=C2N1C=C(C=C2)O[C@@H]2CC[C@@H](C1=CC=CC=C21)N ((1S,4R)-4-(3-Azepan-1-yl-[1,2,4]triazolo[4,3-a]pyridin-6-yloxy)-1,2,3,4-tetrahydro-naphthalen-1-ylamine). Yield: 55.2%. As a reaction SMILES: [NH2:1][C@@H:2]1[C:11]2[C:6](=[CH:7][CH:8]=[CH:9][CH:10]=2)[C@H:5]([OH:12])[CH2:4][CH2:3]1.[H-].[Na+].F[C:16]1[CH:17]=[CH:18][C:19]2[N:20]([C:22]([N:25]3[CH2:31][CH2:30][CH2:29][CH2:28][CH2:27][CH2:26]3)=[N:23][N:24]=2)[CH:21]=1>CN(C=O)C.O>[N:25]1([C:22]2[N:20]3[CH:21]=[C:16]([O:12][C@H:5]4[C:6]5[C:11](=[CH:10][CH:9]=[CH:8][CH:7]=5)[C@@H:2]([NH2:1])[CH2:3][CH2:4]4)[CH:17]=[CH:18][C:19]3=[N:24][N:23]=2)[CH2:26][CH2:27][CH2:28][CH2:29][CH2:30][CH2:31]1 |f:1.2|. Reported procedure: To a solution of Intermediate A (137 mg, 0.84 mmol) in DMF (3 mL) was added NaH (60% dispersion in oil, 68 mg, 1.7 mmol) and the mixture stirred at RT for 25 min. A solution of Intermediate 67a (197 mg, 0.84 mmol) in DMF (3 mL) was added and the mixture stirred at 60° C. for 1.25 h. The cooled mixture was diluted with water and extracted with DCM (5×20 mL). The combined organics were dried and concentrated in vacuo. The residue was purified by FCC, using 0-14% [2M NH3 in MeOH] in DCM, to give th... Reactants: COc1ccc(Cl)cc1C(=NC#N)N=c1sc(C(C)(C)C)cn1CC1(OC(C)=O)CCC1, CO, [K+], [K+], O=C([O-])[O-], O. The product is COc1ccc(Cl)cc1C(=NC#N)N=c1sc(C(C)(C)C)cn1CC1(O)CCC1. RXN SMILES: [C:1](=[O:2])([CH3:3])[O:4][C:5]1([CH2:9][n:10]2[c:11](=[N:19][C:20](=[N:21][C:22]#[N:23])[c:24]3[c:25]([O:31][CH3:32])[cH:26][cH:27][c:28]([Cl:30])[cH:29]3)[s:12][c:13]([C:15]([CH3:16])([CH3:17])[CH3:18])[cH:14]2)[CH2:6][CH2:7][CH2:8]1.[CH3:39][OH:40].[K+:33].[K+:34].[O-:35][C:36]([O-:37])=[O:38].[OH2:41]>>[OH:4][C:5]1([CH2:9][n:10]2[c:11](=[N:19][C:20](=[N:21][C:22]#[N:23])[c:24]3[c:25]([O:31][CH3:32])[cH:26][cH:27][c:28]([Cl:30])[cH:29]3)[s:12][c:13]([C:15]([CH3:16])([CH3:17])[CH3:18])[cH:14]2)[CH2:6][CH2:7][CH2:8]1.